This data is from the Open Reaction Database (ORD), a public repository of structured organic reaction records. The task is: describe an organic reaction: reactants, conditions, products, and yield Reactants: Fc1ccc(Br)nc1, CN(C)C=O, [H-], [Na+], N#Cc1ccc(CO)cc1. The product is N#Cc1ccc(COc2ccc(F)cn2)cc1. RXN SMILES: [Br:1][c:2]1[n:3][cH:4][c:5]([F:8])[cH:6][cH:7]1.[CH3:21][N:22]([CH3:23])[CH:24]=[O:25].[H-:19].[Na+:20].[OH:9][CH2:10][c:11]1[cH:12][cH:13][c:14]([C:15]#[N:16])[cH:17][cH:18]1>>[c:2]1([O:9][CH2:10][c:11]2[cH:12][cH:13][c:14]([C:15]#[N:16])[cH:17][cH:18]2)[n:3][cH:4][c:5]([F:8])[cH:6][cH:7]1. Reactants: S(=O)(Cl)Cl (thionyl chloride), C(C(=O)O)(=O)O.OC[C@H]1CN(CC[C@H]1CCCC1=CC=NC2=CC=C(C=C12)OC)CCCC1=CC=CC=C1 ((3R,4R)-3-hydroxymethyl4-[3-(6-methoxyquinolin-4-yl)propyl]-1-(3-phenylpropyl)piperidine oxalate), O (water), ice. The solvent is C(Cl)(Cl)Cl (chloroform). Conditions: temperature 60 celsius. Product: ClC[C@H]1CN(CC[C@H]1CCCC1=CC=NC2=CC=C(C=C12)OC)CCCC1=CC=CC=C1 ((3R,4R)-3-chloromethyl-4-[3-(6-methoxyquinolin-4-yl)propyl]-1-(3-phenylpropyl)piperidine). As a reaction SMILES: S(Cl)([Cl:3])=O.C(O)(=O)C(O)=O.O[CH2:12][C@@H:13]1[C@H:18]([CH2:19][CH2:20][CH2:21][C:22]2[C:31]3[C:26](=[CH:27][CH:28]=[C:29]([O:32][CH3:33])[CH:30]=3)[N:25]=[CH:24][CH:23]=2)[CH2:17][CH2:16][N:15]([CH2:34][CH2:35][CH2:36][C:37]2[CH:42]=[CH:41][CH:40]=[CH:39][CH:38]=2)[CH2:14]1.O>C(Cl)(Cl)Cl>[Cl:3][CH2:12][C@@H:13]1[C@H:18]([CH2:19][CH2:20][CH2:21][C:22]2[C:31]3[C:26](=[CH:27][CH:28]=[C:29]([O:32][CH3:33])[CH:30]=3)[N:25]=[CH:24][CH:23]=2)[CH2:17][CH2:16][N:15]([CH2:34][CH2:35][CH2:36][C:37]2[CH:42]=[CH:41][CH:40]=[CH:39][CH:38]=2)[CH2:14]1 |f:1.2|. Reported procedure: 3.6 cm3 of thionyl chloride were added dropwise, at a temperature in the region of 20° C., to a stirred solution of 2.9 g of (3R,4R)-3-hydroxymethyl4-[3-(6-methoxyquinolin-4-yl)propyl]-1-(3-phenylpropyl)piperidine oxalate in 20 cm3 of chloroform. The mixture was heated for 2 hours at a temperature in the region of 60° C. and then, after cooling, was poured onto 50 cm3 of water to which 250 g of ice had been added. After separating by settling from the chloroform phase, the mixture was extracted ... Starting materials: NC1=C(C(=O)N)C(=CC(=C1)F)F (2-amino-4,6-difluoro-benzamide), N1=CC=C(C=C1)C=O (pyridine-4-carbaldehyde), S(=O)(O)[O-].[Na+] (sodium hydrogen sulfite), C1(=CC=C(C=C1)S(=O)(=O)O)C (p-toluenesulfonic acid). The solvent is CN(C(C)=O)C (N,N-dimethylacetamide). Conditions: temperature 115 celsius, time 16 hour. Yields the product FC1=C2C(NC(=NC2=CC(=C1)F)C1=CC=NC=C1)=O (5,7-difluoro-2-pyridin-4-yl-3H-quinazolin-4-one). RXN SMILES: [NH2:1][C:2]1[CH:10]=[C:9]([F:11])[CH:8]=[C:7]([F:12])[C:3]=1[C:4]([NH2:6])=[O:5].[N:13]1[CH:18]=[CH:17][C:16]([CH:19]=O)=[CH:15][CH:14]=1.S([O-])(O)=O.[Na+].C1(C)C=CC(S(O)(=O)=O)=CC=1>CN(C)C(=O)C>[F:12][C:7]1[CH:8]=[C:9]([F:11])[CH:10]=[C:2]2[C:3]=1[C:4](=[O:5])[NH:6][C:19]([C:16]1[CH:17]=[CH:18][N:13]=[CH:14][CH:15]=1)=[N:1]2 |f:2.3|. Procedure: To a stirred solution of 2-amino-4,6-difluoro-benzamide (0.50 g, 2.9 mmol) and pyridine-4-carbaldehyde (0.35 g, 3.2 mmol) in N,N-dimethylacetamide (10 mL) were added sodium hydrogen sulfite (0.63 g, 3.5 mmol) and p-toluenesulfonic acid (0.06 g, 0.3 mmol); the reaction mixture was stirred at 115° C. for 16 hours. The solvent was evaporated in vacuo, water was added, and the precipitated solid was filtered off to obtain 5,7-difluoro-2-pyridin-4-yl-3H-quinazolin-4-one as a yellow solid, which was u... The reactants are COC1=C(C=O)C=CC(=C1OC)OC (2,3,4-trimethoxybenzaldehyde), OO (hydrogen peroxide). Solvent: OS(=O)(=O)O (H2SO4), CO (MeOH), O (water). The product is COC1=C(C=CC(=C1OC)OC)O (2,3,4-trimethoxyphenol). As a reaction SMILES: [CH3:1][O:2][C:3]1[C:10]([O:11][CH3:12])=[C:9]([O:13][CH3:14])[CH:8]=[CH:7][C:4]=1C=O.[OH:15]O>OS(O)(=O)=O.CO.O>[CH3:1][O:2][C:3]1[C:10]([O:11][CH3:12])=[C:9]([O:13][CH3:14])[CH:8]=[CH:7][C:4]=1[OH:15]. Procedure: A solution of 2,3,4-trimethoxybenzaldehyde (1.00 g, 5.10 mmol) and 30 wt/v % hydrogen peroxide (0.672 mL, 6.52 mmol) in conc. H2SO4 (0.102 mL) and MeOH (10.19 mL) was stirred overnight at 25° C. under N2. After this time the mixture was diluted with water (20 mL) and extracted with CH2Cl2 (3×30 mL). The combined extracts were dried (MgSO4) and concentrated in vacuo to afford the crude product. This was purified by flash chromatography (Biotage Horizon, 40M, Si, ˜30 mL/min, 100% hexanes for 360 m... Reactants: COc1c(C(=O)OCc2ccccc2)cccc1S(=O)(=O)Cl, O=C(O)C(F)(F)F. Product: COc1c(C(=O)O)cccc1S(=O)(=O)Cl. As a reaction SMILES: [Cl:8][S:9](=[O:10])(=[O:11])[c:12]1[c:13]([O:28][CH3:29])[c:14]([C:15](=[O:16])[O:17][CH2:18][c:19]2[cH:20][cH:21][cH:22][cH:23][cH:24]2)[cH:25][cH:26][cH:27]1.[OH:1][C:2]([C:3]([F:4])([F:5])[F:6])=[O:7]>>[Cl:8][S:9](=[O:10])(=[O:11])[c:12]1[c:13]([O:28][CH3:29])[c:14]([C:15](=[O:16])[OH:17])[cH:25][cH:26][cH:27]1. Reactants: FC(C(=O)O)(F)F (Trifluoroacetic acid), C(C)(C)(C)OC(NCCC(C)N1CCC(CC1)NC(CO)C1=CC=CC=C1)=O ({3-[4-(2-hydroxy-1-phenylethylamino)piperidin-1-yl]butyl}carbamic acid tert-butyl ester), C([O-])([O-])=O.[K+].[K+] (potassium carbonate). Run in C(Cl)Cl (CH2Cl2). Run at temperature 0 celsius, time 10 minute. The product is NCCC(C)N1CCC(CC1)NC(CO)C1=CC=CC=C1 (2-[1-(3-amino-1-methylpropyl)piperidin-4-ylamino]-2-phenylethanol). Yield: 89.4%. As a reaction SMILES: C(OC(=O)[NH:7][CH2:8][CH2:9][CH:10]([N:12]1[CH2:17][CH2:16][CH:15]([NH:18][CH:19]([C:22]2[CH:27]=[CH:26][CH:25]=[CH:24][CH:23]=2)[CH2:20][OH:21])[CH2:14][CH2:13]1)[CH3:11])(C)(C)C.FC(F)(F)C(O)=O.C(=O)([O-])[O-].[K+].[K+]>C(Cl)Cl>[NH2:7][CH2:8][CH2:9][CH:10]([N:12]1[CH2:13][CH2:14][CH:15]([NH:18][CH:19]([C:22]2[CH:23]=[CH:24][CH:25]=[CH:26][CH:27]=2)[CH2:20][OH:21])[CH2:16][CH2:17]1)[CH3:11] |f:2.3.4|. Procedure: The above carbamate (159 mg, 0.407 mmol) was dissolved in CH2Cl2 (4 ml) and then cooled to 0° C. Trifluoroacetic acid (2.0 ml, 26 mmol) was added dropwise to the cooled solution and then the reaction was allowed to stir for 10 minutes at 0° C., and then 30 minutes at room temperature. The solution was concentrated and the residue dissolved in 9:1 CH2Cl2/MeOH (10 ml). mgSO4 was added and the reaction mixture stirred for 30 minutes, then potassium carbonate (373 mg, 2.70 mmol) was added and the so...